Dataset: the Open Reaction Database (ORD), a public repository of structured organic reaction records. Task: describe an organic reaction: reactants, conditions, products, and yield Reactants: CO, COC(=O)c1cc([N+](=O)[O-])ccc1Oc1c(F)cccc1F. Yields the product COC(=O)c1cc(N)ccc1Oc1c(F)cccc1F. As a reaction SMILES: [CH3:23][OH:24].[F:1][c:2]1[c:3]([O:4][c:5]2[c:6]([C:7](=[O:8])[O:9][CH3:10])[cH:11][c:12]([N+:15]([O-:16])=[O:17])[cH:13][cH:14]2)[c:18]([F:22])[cH:19][cH:20][cH:21]1>>[F:1][c:2]1[c:3]([O:4][c:5]2[c:6]([C:7](=[O:8])[O:9][CH3:10])[cH:11][c:12]([NH2:15])[cH:13][cH:14]2)[c:18]([F:22])[cH:19][cH:20][cH:21]1. Reactants: ClC1=CC=C(C=C1)SC1=C(C(=O)O)C=CC(=C1)C1=NN=NN1 (2-(p-Chlorophenylthio)-4-(5-tetrazolyl)benzoic acid). The reagents and catalysts are [Zn] (zinc). The solvent is O (water). The product is ClC1=CC=C2SC=3C=C(C=CC3C(C2=C1)=O)C1=NN=NN1 (7-chloro-3-(5-tetrazolyl)thioxanthone). RXN SMILES: [Cl:1][C:2]1[CH:7]=[CH:6][C:5]([S:8][C:9]2[CH:17]=[C:16]([C:18]3[NH:22][N:21]=[N:20][N:19]=3)[CH:15]=[CH:14][C:10]=2[C:11](O)=[O:12])=[CH:4][CH:3]=1>[Zn].O>[Cl:1][C:2]1[CH:3]=[C:4]2[C:5]([S:8][C:9]3[CH:17]=[C:16]([C:18]4[NH:22][N:21]=[N:20][N:19]=4)[CH:15]=[CH:14][C:10]=3[C:11]2=[O:12])=[CH:6][CH:7]=1. Procedure: 2-(p-Chlorophenylthio)-4-(5-tetrazolyl)benzoic acid (3.41g) was heated with polyphosphoric acid (70g) on a steam bath for 1 hr. The reaction mixture was decomposed by warming with water, and the product filtered off, washed with water, recrystallised from dimethylformamide, and dried at 156° C. in vacuo, giving 7-chloro-3-(5-tetrazolyl)thioxanthone, decomposes without melting. Starting materials: O=C(c1ccccc1)c1ccc(Cl)nc1, CC(O)CO, Cc1ccccc1, [Na+], [OH-]. The product is CC1COC(c2ccccc2)(c2ccc(Cl)nc2)O1. RXN SMILES: [C:1]([c:2]1[cH:3][cH:4][cH:5][cH:6][cH:7]1)(=[O:8])[c:9]1[cH:10][n:11][c:12]([Cl:15])[cH:13][cH:14]1.[CH2:16]([CH:17]([CH3:18])[OH:19])[OH:20].[CH3:23][c:24]1[cH:25][cH:26][cH:27][cH:28][cH:29]1.[Na+:22].[OH-:21]>>[C:1]1([c:2]2[cH:3][cH:4][cH:5][cH:6][cH:7]2)([c:9]2[cH:10][n:11][c:12]([Cl:15])[cH:13][cH:14]2)[O:8][CH2:16][CH:17]([CH3:18])[O:19]1. The reactants are Cc1ccccc1, Cl, [Na+], [Na+], [OH-], O, Oc1cc(C(F)(F)F)nn1-c1ccccc1, O=S([O-])c1ccccc1. The product is O=S(=O)(Cc1c(C(F)(F)F)nn(-c2ccccc2)c1O)c1ccccc1. RXN SMILES: [CH3:30][c:31]1[cH:32][cH:33][cH:34][cH:35][cH:36]1.[ClH:29].[Na+:18].[Na+:28].[OH-:17].[OH2:37].[OH:1][c:2]1[cH:3][c:4]([C:13]([F:14])([F:15])[F:16])[n:5][n:6]1-[c:7]1[cH:8][cH:9][cH:10][cH:11][cH:12]1.[c:19]1([S:25](=[O:26])[O-:27])[cH:20][cH:21][cH:22][cH:23][cH:24]1>>[OH:1][c:2]1[c:3]([CH2:30][S:25]([c:19]2[cH:20][cH:21][cH:22][cH:23][cH:24]2)(=[O:26])=[O:27])[c:4]([C:13]([F:14])([F:15])[F:16])[n:5][n:6]1-[c:7]1[cH:8][cH:9][cH:10][cH:11][cH:12]1.